This data is from the Open Reaction Database (ORD), a public repository of structured organic reaction records. The task is: describe an organic reaction: reactants, conditions, products, and yield Reactants: CC(C)=O, CO, CC1CCCCN1CCCOc1ccc2c(c1)CCNC2, Cl, Cl, O. As a reaction SMILES: [CH3:24][C:25]([CH3:26])=[O:27].[CH3:28][OH:29].[CH3:3][CH:4]1[N:5]([CH2:10][CH2:11][CH2:12][O:13][c:14]2[cH:15][c:16]3[c:21]([cH:22][cH:23]2)[CH2:20][NH:19][CH2:18][CH2:17]3)[CH2:6][CH2:7][CH2:8][CH2:9]1.[ClH:1].[ClH:2].[OH2:30]>>[CH3:3][CH:4]1[N:5]([CH2:10][CH2:11][CH2:12][O:13][c:14]2[cH:15][c:16]3[c:21]([cH:22][cH:23]2)[CH2:20][N:19]([CH:25]([CH3:24])[CH3:26])[CH2:18][CH2:17]3)[CH2:6][CH2:7][CH2:8][CH2:9]1. Yields the product CC(C)N1CCc2cc(OCCCN3CCCCC3C)ccc2C1. Procedure details: Example 1, general preparative scale procedure for synthesis of 1 from linalool: Reactions were run with 0.1 mol % of the Hoveyda-Grubbs 2nd generation catalyst. The catalyst was stored in the glove box and the required amount was removed in a round bottom flask charged with a stirbar, and sealed with a septum. Linalool was transferred via syringe into the RBF containing the catalyst. At this point the flask was vented through an oil bubbler and within 30 seconds vigorous bubbling began while st... The reactants are C=CC(O)(C)CCC=C(C)C (linalool), C=CC(O)(C)CCC=C(C)C (linalool). As a reaction SMILES: [CH2:1]=[CH:2][C:3]([CH2:6][CH2:7][CH:8]=[C:9]([CH3:11])[CH3:10])([CH3:5])[OH:4]>CC1C=C(C)C(N2C(=[Ru](Cl)(Cl)=CC3C=CC=CC=3OC(C)C)N(C3C(C)=CC(C)=CC=3C)CC2)=C(C)C=1>[CH3:5][C:3]1([OH:4])[CH2:6][CH2:7][CH:8]=[CH:9]1.[CH2:1]=[CH:2][C:3]([CH2:6][CH2:7][CH:8]=[C:9]([CH3:11])[CH3:10])([CH3:5])[OH:4]. The product is CC1(C=CCC1)O (1-methylcyclopent-2-enol), C=CC(O)(C)CCC=C(C)C (linalool). The reagents and catalysts are CC1=CC(=C(C(=C1)C)N2CCN(C2=[Ru](=CC3=C(C=CC=C3)OC(C)C)(Cl)Cl)C4=C(C=C(C=C4C)C)C)C (Hoveyda-Grubbs 2nd generation). Reaction conditions: time 30 second. The reactants are C(=O)(O)CCC1=C(NC(=C1C)C=O)C (3-(2-carboxyethyl)-2,4-dimethyl-5-formylpyrrole), C1(=CC=CC=C1)C1=CC=C2CC(NC2=C1)=O (6-phenyl-2-oxindole). The reagents and catalysts are N1CCCCC1 (piperidine). The solvent is C(C)O (ethanol). Yields the product CC=1NC(=C(C1CCC(=O)O)C)C=C1C(NC2=CC(=CC=C12)C1=CC=CC=C1)=O (3-[2,4-Dimethyl-5-(2-oxo-6-phenyl-1,2-dihydroindol-3-ylidenemethyl)-1H-pyrrol-3-yl]-propionic acid). Isolated yield 71.4%. As a reaction SMILES: [C:1]([CH2:4][CH2:5][C:6]1[C:10]([CH3:11])=[C:9]([CH:12]=O)[NH:8][C:7]=1[CH3:14])([OH:3])=[O:2].[C:15]1([C:21]2[CH:29]=[C:28]3[C:24]([CH2:25][C:26](=[O:30])[NH:27]3)=[CH:23][CH:22]=2)[CH:20]=[CH:19][CH:18]=[CH:17][CH:16]=1>N1CCCCC1.C(O)C>[CH3:14][C:7]1[NH:8][C:9]([CH:12]=[C:25]2[C:24]3[C:28](=[CH:29][C:21]([C:15]4[CH:20]=[CH:19][CH:18]=[CH:17][CH:16]=4)=[CH:22][CH:23]=3)[NH:27][C:26]2=[O:30])=[C:10]([CH3:11])[C:6]=1[CH2:5][CH2:4][C:1]([OH:3])=[O:2]. Procedure details: 3-(2-carboxyethyl)-2,4-dimethyl-5-formylpyrrole (97.6 mg), 105 mg 6-phenyl-2-oxindole and 2 drops piperidine in 2 mL of ethanol were heated at 90° C. overnight. The reaction mixture was cooled and concentrated. The residue was suspended in 6 N aqueous hydrochloric acid. The precipitate was filtered, washed with water to pH 6 and dried in a vacuum oven overnight to give 138 mg (71%) of the title compound as a brown solid. The reactants are B1(c2ccccc2)OC(C(O1)(C)C)(C)C, C1CN(CCC1C(ON1C(c2c(C1=O)c(c(c(c2Cl)Cl)Cl)Cl)=O)=O)S(c1ccc(cc1)C)(=O)=O. Reagents/catalysts: c1ccc(cc1)-c2c3ccccc3cc4ccccc24 (9-Phenylanthracene), CCC(C)(C)[O-].[K+]Â Â  (KOPnt), O1c2c(C(c3c1c(ccc3)P(c1ccccc1)c1ccccc1)(C)C)cccc2P(c1ccccc1)c1ccccc1.Cl[Pd]Cl (Pd(XantPhos)Cl2), [Fe](O/C(=C\C(C)=O)C)(O/C(=C\C(C)=O)C)O/C(=C\C(C)=O)C (Fe(acac)3). Run in C1CCOC1 (THF). Run at temperature 60 celsius, time 18 hour. Product: Cc1ccc(cc1)S(=O)(=O)N2CCC(CC2)c3ccccc3. Reaction SMILES: [CH3:1][c:2]1[cH:7][cH:6][c:5]([S:8]([N:11]2[CH2:16][CH2:15][CH:14]([C:17](ON3C(=O)c(c4C3=O)c(Cl)c(Cl)c(Cl)c4Cl)=O)[CH2:13][CH2:12]2)(=[O:10])=[O:9])[cH:4][cH:3]1.CC1(C(C)(C)OB(c2[cH:22][cH:21][cH:20][cH:19][cH:18]2)O1)C>>[CH3:1][c:2]1[cH:7][cH:6][c:5]([S:8]([N:11]2[CH2:16][CH2:15][CH:14]([c:17]3[cH:22][cH:21][cH:20][cH:19][cH:18]3)[CH2:13][CH2:12]2)(=[O:10])=[O:9])[cH:4][cH:3]1. Starting materials: 3-N-Alkoxyimidazolium, [I-].CON1C=[N+](C2=C1C=CC=C2)C (3-N-methoxy-1-N-methylbenzimidazolium iodide), CN (methylamine). Product: CN1C(=NC2=C1C=CC=C2)NC (1-methyl-2-methylaminobezimidazole). Isolated yield 20.0%. As a reaction SMILES: [I-].CO[N:4]1[C:8]2[CH:9]=[CH:10][CH:11]=[CH:12][C:7]=2[N+:6]([CH3:13])=[CH:5]1.[CH3:14][NH2:15]>>[CH3:13][N:6]1[C:7]2[CH:12]=[CH:11][CH:10]=[CH:9][C:8]=2[N:4]=[C:5]1[NH:15][CH3:14] |f:0.1|. Reported procedure: 3-N-Alkoxyimidazolium salts are also known. For example, 3-N-methoxy-1-N-methylbenzimidazolium iodide has been shown to react with methylamine to afford 1-methyl-2-methylaminobezimidazole in approximately 20% yield (S. Takahashi et al., Chem. Pharm. Bull. 14(4):375-385 (1966)). While this reaction was reported to proceed under relatively mild conditions (i.e., 20°-25° C. for 1 hour), the difficulty in obtaining large quantities of 3-N-oxide starting material renders this approach to 2-substitute... Reactants: C=CCOC(=O)NC1CC(=O)OC1OC(C)C, CC(NC(=O)c1ccc(N)c(Cl)c1)C(=O)N1CCCC1C(=O)O, CC(NC(=O)c1ccc(N)c(Cl)c1)C(=O)N1CCCC1C(=O)NC1CC(=O)OC1OCCc1ccccc1. Reaction SMILES: [CH2:24]([O:25][C:26](=[O:27])[NH:29][CH:30]1[CH:31]([O:36][CH:37]([CH3:38])[CH3:39])[O:32][C:33](=[O:35])[CH2:34]1)[CH:28]=[CH2:40].[NH2:1][c:2]1[c:3]([Cl:23])[cH:4][c:5]([C:6](=[O:7])[NH:8][CH:9]([C:10](=[O:11])[N:12]2[CH:13]([C:17](=[O:18])[OH:19])[CH2:14][CH2:15][CH2:16]2)[CH3:20])[cH:21][cH:22]1.[O:41]=[C:42]1[O:43][CH:44]([O:45][CH2:46][CH2:47][c:48]2[cH:49][cH:50][cH:51][cH:52][cH:53]2)[CH:54]([NH:55][C:56]([CH:57]2[CH2:58][CH2:59][CH2:60][N:61]2[C:62](=[O:63])[CH:64]([NH:65][C:66](=[O:67])[c:68]2[cH:69][cH:70][c:71]([NH2:72])[c:73]([Cl:74])[cH:75]2)[CH3:76])=[O:77])[CH2:78]1>>[NH2:1][c:2]1[c:3]([Cl:23])[cH:4][c:5]([C:6](=[O:7])[NH:8][CH:9]([C:10](=[O:11])[N:12]2[CH:13]([C:17](=[O:19])[NH:29][CH:30]3[CH:31]([O:36][CH:37]([CH3:38])[CH3:39])[O:32][C:33](=[O:35])[CH2:34]3)[CH2:14][CH2:15][CH2:16]2)[CH3:20])[cH:21][cH:22]1. Yields the product CC(C)OC1OC(=O)CC1NC(=O)C1CCCN1C(=O)C(C)NC(=O)c1ccc(N)c(Cl)c1.